This data is from the Open Reaction Database (ORD), a public repository of structured organic reaction records. The task is: describe an organic reaction: reactants, conditions, products, and yield Starting materials: COc1ccc(-c2nc3cc4c(cc3[nH]2)C(C)(C)C(=O)N4CC(=O)c2ccccc2)cc1, O=C(O)C(F)(F)F. The product is COc1ccc(-c2nc3cc4c(cc3[nH]2)C(C)(C)C(=O)N4CC(O)c2ccccc2)cc1. RXN SMILES: [CH3:1][O:2][c:3]1[cH:4][cH:5][c:6](-[c:9]2[n:10][c:11]3[c:12]([cH:13][c:14]4[c:18]([cH:19]3)[N:17]([CH2:20][C:21]([c:22]3[cH:23][cH:24][cH:25][cH:26][cH:27]3)=[O:28])[C:16](=[O:29])[C:15]4([CH3:30])[CH3:31])[nH:32]2)[cH:7][cH:8]1.[OH:33][C:34]([C:35]([F:36])([F:37])[F:38])=[O:39]>>[CH3:1][O:2][c:3]1[cH:4][cH:5][c:6](-[c:9]2[n:10][c:11]3[c:12]([cH:13][c:14]4[c:18]([cH:19]3)[N:17]([CH2:20][CH:21]([c:22]3[cH:23][cH:24][cH:25][cH:26][cH:27]3)[OH:28])[C:16](=[O:29])[C:15]4([CH3:30])[CH3:31])[nH:32]2)[cH:7][cH:8]1. Reactants: CC#N, Cl[Cu]Cl, ClCCl, Cl, CC(C)(C)ON=O, CCOC(=O)c1csc(N)n1, O. The product is CCOC(=O)c1csc(Cl)n1. As a reaction SMILES: [CH3:21][C:22]#[N:23].[Cl:24][Cu:25][Cl:26].[Cl:27][CH2:28][Cl:29].[ClH:20].[N:1]([O:2][C:3]([CH3:4])([CH3:5])[CH3:6])=[O:7].[NH2:8][c:9]1[s:10][cH:11][c:12]([C:14](=[O:15])[O:16][CH2:17][CH3:18])[n:13]1.[OH2:19]>>[c:9]1([Cl:20])[s:10][cH:11][c:12]([C:14](=[O:15])[O:16][CH2:17][CH3:18])[n:13]1. The reactants are NC1=NC(=C(C(=N1)C1=CC2=C(OCO2)C=C1)C#N)S(=O)(=O)C (2-amino-4-benzo[1,3]dioxol-5-yl-6-methanesulfonyl-pyrimidine-5-carbonitrile), NCCN1CCOCC1 (4-(2-aminoethyl)morpholine), H—C4H9NO. Run in COCCOC (DME). The product is NC1=NC(=C(C(=N1)C1=CC2=C(OCO2)C=C1)C#N)NCCN1CCOCC1 (2-Amino-4-benzo[1,3]dioxol-5-yl-6-(2-morpholin-4-yl-ethylamino)-pyrimidine-5-carbonitrile). As a reaction SMILES: [NH2:1][C:2]1[N:7]=[C:6]([C:8]2[CH:16]=[CH:15][C:11]3[O:12][CH2:13][O:14][C:10]=3[CH:9]=2)[C:5]([C:17]#[N:18])=[C:4](S(C)(=O)=O)[N:3]=1.[NH2:23][CH2:24][CH2:25][N:26]1[CH2:31][CH2:30][O:29][CH2:28][CH2:27]1>COCCOC>[NH2:1][C:2]1[N:7]=[C:6]([C:8]2[CH:16]=[CH:15][C:11]3[O:12][CH2:13][O:14][C:10]=3[CH:9]=2)[C:5]([C:17]#[N:18])=[C:4]([NH:23][CH2:24][CH2:25][N:26]2[CH2:31][CH2:30][O:29][CH2:28][CH2:27]2)[N:3]=1. Procedure: From 2-amino-4-benzo[1,3]dioxol-5-yl-6-methanesulfonyl-pyrimidine-5-carbonitrile and 4-(2-aminoethyl)morpholine in DME. ES-MS m/e (%): 369 (M+H+, 100), 282 ([M+H—C4H9NO]+, 75). Reactants: FC=1C=CC(=C(C(=O)NC2C(OC3=CC(=CC=C3C2O)OC)(C)C)C1)OC (3-(5-fluoro-2-methoxybenzamido)-2,2-dimethyl-7-methoxy-4-chromanol). Solvent: C(Cl)Cl.C(C)(=O)OCC (methylene chloride ethyl acetate). The product is FC=1C=CC(=C(C(=O)NC2C(OC3=CC(=CC=C3C2)OC)(C)C)C1)OC (3-(5-fluoro-2-methoxybenzamido)-2,2-dimethyl-7-methoxychroman). Reaction SMILES: [F:1][C:2]1[CH:3]=[CH:4][C:5]([O:26][CH3:27])=[C:6]([CH:25]=1)[C:7]([NH:9][CH:10]1[CH:19](O)[C:18]2[C:13](=[CH:14][C:15]([O:21][CH3:22])=[CH:16][CH:17]=2)[O:12][C:11]1([CH3:24])[CH3:23])=[O:8]>C(Cl)Cl.C(OCC)(=O)C>[F:1][C:2]1[CH:3]=[CH:4][C:5]([O:26][CH3:27])=[C:6]([CH:25]=1)[C:7]([NH:9][CH:10]1[CH2:19][C:18]2[C:13](=[CH:14][C:15]([O:21][CH3:22])=[CH:16][CH:17]=2)[O:12][C:11]1([CH3:23])[CH3:24])=[O:8] |f:1.2|. Procedure: A reduction was carried out analogously to Example 15e using 18.8 g (50 mmol) of 3-(5-fluoro-2-methoxybenzamido)-2,2-dimethyl-7-methoxy-4-chromanol. After chromatography over a silica gel column using methylene chloride/ethyl acetate 95:5, the 3-(5-fluoro-2-methoxybenzamido)-2,2-dimethyl-7-methoxychroman was obtained as an oil. Reactants: CC(C)C[Al+]CC(C)C, CON(C)C(=O)c1cc(Br)c(Br)o1, [H-], C1CCOC1. Yields the product O=Cc1cc(Br)c(Br)o1. As a reaction SMILES: [CH2:2]([Al+:3][CH2:4][CH:5]([CH3:6])[CH3:7])[CH:8]([CH3:9])[CH3:10].[CH3:11][O:12][N:13]([C:14](=[O:15])[c:16]1[o:17][c:18]([Br:22])[c:19]([Br:21])[cH:20]1)[CH3:23].[H-:1].[O:24]1[CH2:25][CH2:26][CH2:27][CH2:28]1>>[CH:14](=[O:15])[c:16]1[o:17][c:18]([Br:22])[c:19]([Br:21])[cH:20]1.